This data is from the Open Reaction Database (ORD), a public repository of structured organic reaction records. The task is: describe an organic reaction: reactants, conditions, products, and yield The reactants are CC(C)(C)OC(=O)CN, ClCCCl, COC(=O)c1cn2ncc(C#N)c(Nc3ccc(Oc4ccccc4OC(C)(C)C(=O)OC(C)(C)C)cc3)c2c1C, CN(C)c1ccncc1, CCN(C(C)C)C(C)C, ClCCl, ClCCCl, Cl, Cl, O=C(O)C(F)(F)F, O. The product is COC(=O)c1cn2ncc(C#N)c(Nc3ccc(Oc4ccccc4OC(C)(C)C(=O)NCC(=O)OC(C)(C)C)cc3)c2c1C. As a reaction SMILES: [C:43]([CH3:44])([CH3:45])([CH3:46])[O:47][C:48]([CH2:49][NH2:50])=[O:51].[CH2:61]([Cl:62])[CH2:63][Cl:64].[CH3:1][O:2][C:3](=[O:4])[c:5]1[c:6]([CH3:41])[c:7]2[n:8]([n:9][cH:10][c:11]([C:38]#[N:39])[c:12]2[NH:13][c:14]2[cH:15][cH:16][c:17]([O:20][c:21]3[c:22]([O:27][C:28]([CH3:29])([CH3:30])[C:31](=[O:32])[O:33][C:34]([CH3:35])([CH3:36])[CH3:37])[cH:23][cH:24][cH:25][cH:26]3)[cH:18][cH:19]2)[cH:40]1.[CH3:81][N:82]([c:83]1[cH:84][cH:85][n:86][cH:87][cH:88]1)[CH3:89].[CH:52]([N:53]([CH2:54][CH3:55])[CH:56]([CH3:57])[CH3:58])([CH3:59])[CH3:60].[Cl:73][CH2:74][Cl:75].[Cl:77][CH2:78][CH2:79][Cl:80].[ClH:42].[ClH:65].[F:66][C:67]([F:68])([F:69])[C:70]([OH:71])=[O:72].[OH2:76]>>[CH3:1][O:2][C:3](=[O:4])[c:5]1[c:6]([CH3:41])[c:7]2[n:8]([n:9][cH:10][c:11]([C:38]#[N:39])[c:12]2[NH:13][c:14]2[cH:15][cH:16][c:17]([O:20][c:21]3[c:22]([O:27][C:28]([CH3:29])([CH3:30])[C:31](=[O:32])[NH:50][CH2:49][C:48]([O:47][C:43]([CH3:44])([CH3:45])[CH3:46])=[O:51])[cH:23][cH:24][cH:25][cH:26]3)[cH:18][cH:19]2)[cH:40]1. Starting materials: S(=S)(=O)([O-])[O-].[Na+].[Na+] (sodium thiosulphate), pyridine hydrobromide perbromide, C1OC2([C@]3(C)[C@@H](CC2)[C@@H]2CC=C4C[C@H](CC[C@]4(C)[C@H]2[C@H](C3)O)O)OC1 (17,17-ethylenedioxyandrost-5-ene-3β,11β-diol), [I-].[Na+] (sodium iodide). The product is Br[C@H]1C2([C@]3(C)[C@@H](C1)[C@@H]1CC=C4C[C@H](CC[C@]4(C)[C@H]1[C@H](C3)O)O)OCCO2 (16α-bromo-17,17-ethylenedioxyandrost-5-ene-3β, 11β-diol). The solvent is O (water), O (water), N1=CC=CC=C1 (pyridine), O1CCCC1 (tetrahydrofuran). As a reaction SMILES: C1C=C[NH+]=CC=1.[Br:7][Br-]Br.[CH2:10]1[CH2:34][O:33][C:12]2([CH2:17][CH2:16][C@H:15]3[C@H:18]4[C@H:28]([C@@H:29]([OH:31])[CH2:30][C@:13]23[CH3:14])[C@:26]2([CH3:27])[C:21]([CH2:22][C@@H:23]([OH:32])[CH2:24][CH2:25]2)=[CH:20][CH2:19]4)[O:11]1.[I-].[Na+].S([O-])([O-])(=O)=S.[Na+].[Na+]>O1CCCC1.O.N1C=CC=CC=1>[Br:7][C@@H:17]1[CH2:16][C@H:15]2[C@H:18]3[C@H:28]([C@@H:29]([OH:31])[CH2:30][C@:13]2([CH3:14])[C:12]21[O:11][CH2:10][CH2:34][O:33]2)[C@:26]1([CH3:27])[C:21]([CH2:22][C@@H:23]([OH:32])[CH2:24][CH2:25]1)=[CH:20][CH2:19]3 |f:0.1,3.4,5.6.7|. Conditions: time 2 hour. Reported procedure: 36.3 g of pyridine hydrobromide perbromide are added to a solution of 16.8 g of 17,17-ethylenedioxyandrost-5-ene-3β,11β-diol in 102 ml of tetrahydrofuran and the whole is stirred at room temperature for 21/2 hours. 26.9 g of sodium iodide are added to the mixture, which is then stirred for a further 30 minutes; a solution of 36.3 g of sodium thiosulphate in 50.4 ml of water, and 100 ml of pyridine are added in succession to the mixture and stirring is continued for a further 2 hours at room temp... Starting materials: BrCCCCCCCCCCCCCC (1-bromotetradecane), N1CCOCC1 (morpholine). The solvent is C(C)#N (acetonitrile). Yields the product C(CCCCCCCCCCCCC)N1CCOCC1 (4-tetradecylmorpholine). Yield: 93.6%. Reaction SMILES: Br[CH2:2][CH2:3][CH2:4][CH2:5][CH2:6][CH2:7][CH2:8][CH2:9][CH2:10][CH2:11][CH2:12][CH2:13][CH2:14][CH3:15].[NH:16]1[CH2:21][CH2:20][O:19][CH2:18][CH2:17]1>C(#N)C>[CH2:2]([N:16]1[CH2:21][CH2:20][O:19][CH2:18][CH2:17]1)[CH2:3][CH2:4][CH2:5][CH2:6][CH2:7][CH2:8][CH2:9][CH2:10][CH2:11][CH2:12][CH2:13][CH2:14][CH3:15]. Reported procedure: In a 250-mL round bottom flask, equipped with a magnetic stirrer, a heating mantle and reflux condenser, were placed 1-bromotetradecane (15.9 g, 57.3 mmol), acetonitrile (75 mL), and morpholine (10 g, 114.7 mmol). The reaction mixture was refluxed for 4 hrs. The reaction mixture was cooled to room temperature and was concentrated to a residue on a rotary evaporator. Water and ethyl acetate were added. The organic phase was separated and washed with saturated sodium chloride solution, and then dr... The reactants are C(#N)CC12C(C(=O)N(C1=O)C1=CC=CC=C1)C=CC=C2 (2-cyanomethyl-N-phenylphthalimide), C(O)CN (monoethanolamine), ice water. Run at temperature 20 celsius, time 10 minute. The product is NC1=C(CC#N)C=CC=C1 (2-Aminobenzylcyanide). Reaction SMILES: [C:1]([CH2:3][C:4]12[CH:20]=[CH:19][CH:18]=[CH:17][CH:5]1C(N(C1C=CC=CC=1)C2=O)=O)#[N:2].C(C[NH2:24])O>>[NH2:24][C:5]1[CH:17]=[CH:18][CH:19]=[CH:20][C:4]=1[CH2:3][C:1]#[N:2]. Reported procedure: 100 g of 2-cyanomethyl-N-phenylphthalimide were introduced, a little at a time, into 100 g of monoethanolamine at 80° C. After 10 minutes, the mixture was cooled to 20° C., and 400 g of ice water were added dropwise. The precipitated product was filtered off under suction and washed neutral with ice water. Starting materials: CC(c1ccccc1)N1CC(CCO[Si](C)(C)C(C)(C)C)(C(=O)OC(C)(C)C)C(C)C1=O, CC(=O)O, CCCC[N+](CCCC)(CCCC)CCCC, CCOC(C)=O, [F-], C1CCOC1. Yields the product CC(c1ccccc1)N1CC(CCO)(C(=O)OC(C)(C)C)C(C)C1=O. Reaction SMILES: [C:1]([CH3:2])([CH3:3])([CH3:4])[O:5][C:6](=[O:7])[C:8]1([CH2:23][CH2:24][O:25][Si:26]([C:27]([CH3:28])([CH3:29])[CH3:30])([CH3:31])[CH3:32])[CH2:9][N:10]([CH:15]([CH3:16])[c:17]2[cH:18][cH:19][cH:20][cH:21][cH:22]2)[C:11](=[O:14])[CH:12]1[CH3:13].[CH3:33][C:34](=[O:35])[OH:36].[CH3:38][CH2:39][CH2:40][CH2:41][N+:42]([CH2:43][CH2:44][CH2:45][CH3:46])([CH2:47][CH2:48][CH2:49][CH3:50])[CH2:51][CH2:52][CH2:53][CH3:54].[CH3:55][CH2:56][O:57][C:58](=[O:59])[CH3:60].[F-:37].[O:61]1[CH2:62][CH2:63][CH2:64][CH2:65]1>>[C:1]([CH3:2])([CH3:3])([CH3:4])[O:5][C:6](=[O:7])[C:8]1([CH2:23][CH2:24][OH:25])[CH2:9][N:10]([CH:15]([CH3:16])[c:17]2[cH:18][cH:19][cH:20][cH:21][cH:22]2)[C:11](=[O:14])[CH:12]1[CH3:13]. Reactants: [OH-].[NH4+] (ammonium hydroxide), ClC(=C(C#N)C#N)C(C)C (3-chloro-2-cyano-4-methyl- 2-pentenenitrile), ice. Run in C(C)O (ethanol), C(C)O (ethanol). Conditions: time 1.3 hour. Yields the product NC(=C(C#N)C#N)C(C)C (3-amino-2-cyano-4-methyl-2-pentenenitrile). Reaction SMILES: Cl[C:2]([CH:8]([CH3:10])[CH3:9])=[C:3]([C:6]#[N:7])[C:4]#[N:5].[OH-].[NH4+:12]>C(O)C>[NH2:12][C:2]([CH:8]([CH3:10])[CH3:9])=[C:3]([C:6]#[N:7])[C:4]#[N:5] |f:1.2|. Procedure: A solution of 191.3 g of 3-chloro-2-cyano-4-methyl- 2-pentenenitrile in 300 ml of ethanol was added slowly, maintaining the temperature below 40°, during 1.3 hours, to a mixture of 800 ml of concentrated ammonium hydroxide and 1000 ml of ethanol. The mixture was stirred for 3 hours, then poured over 2000 ml of ice. The solid was collected, washed with water and dried to obtain 122.0 g of 3-amino-2-cyano-4-methyl-2-pentenenitrile, mp 186°-188°. The reactants are CCO, Fc1ccccc1Cn1cnc2c(Cl)nc(C(F)(F)F)nc21, NC1CC1. Yields the product Fc1ccccc1Cn1cnc2c(NC3CC3)nc(C(F)(F)F)nc21. RXN SMILES: [CH3:27][CH2:28][OH:29].[Cl:1][c:2]1[c:3]2[n:4][cH:5][n:6]([CH2:15][c:16]3[c:17]([F:22])[cH:18][cH:19][cH:20][cH:21]3)[c:7]2[n:8][c:9]([C:11]([F:12])([F:13])[F:14])[n:10]1.[NH2:23][CH:24]1[CH2:25][CH2:26]1>>[c:2]1([NH:23][CH:24]2[CH2:25][CH2:26]2)[c:3]2[n:4][cH:5][n:6]([CH2:15][c:16]3[c:17]([F:22])[cH:18][cH:19][cH:20][cH:21]3)[c:7]2[n:8][c:9]([C:11]([F:12])([F:13])[F:14])[n:10]1.